The task is: describe an organic reaction: reactants, conditions, products, and yield. This data is from the Open Reaction Database (ORD), a public repository of structured organic reaction records. The reactants are COC(=O)CCCBr, O=C([O-])[O-], COC(=O)c1cc(Br)c(Cl)cc1NC(=O)OC(C)C, CCOC(C)=O, [Cs+], [Cs+], CN(C)C=O. Yields the product COC(=O)CCCN(C(=O)OC(C)C)c1cc(Cl)c(Br)cc1C(=O)OC. Reaction SMILES: [Br:26][CH2:27][CH2:28][CH2:29][C:30](=[O:31])[O:32][CH3:33].[C:20](=[O:21])([O-:22])[O-:23].[CH3:1][O:2][C:3]([c:4]1[c:5]([NH:12][C:13](=[O:14])[O:15][CH:16]([CH3:17])[CH3:18])[cH:6][c:7]([Cl:11])[c:8]([Br:10])[cH:9]1)=[O:19].[CH3:39][CH2:40][O:41][C:42](=[O:43])[CH3:44].[Cs+:24].[Cs+:25].[O:34]=[CH:35][N:36]([CH3:37])[CH3:38]>>[CH3:1][O:2][C:3]([c:4]1[c:5]([N:12]([C:13](=[O:14])[O:15][CH:16]([CH3:17])[CH3:18])[CH2:27][CH2:28][CH2:29][C:30](=[O:31])[O:32][CH3:33])[cH:6][c:7]([Cl:11])[c:8]([Br:10])[cH:9]1)=[O:19]. Starting materials: CC(C)Oc1cc2c(cc1[N+](=O)[O-])C(=O)N(C1CCN(C(=O)OC(C)(C)C)CC1)C2=O, ClCCl, O=C(O)C(F)(F)F. The product is CC(C)Oc1cc2c(cc1[N+](=O)[O-])C(=O)N(C1CCNCC1)C2=O. RXN SMILES: [C:1]([O:2][C:3](=[O:4])[N:8]1[CH2:9][CH2:10][CH:11]([N:14]2[C:15](=[O:31])[c:16]3[cH:17][c:18]([N+:28](=[O:29])[O-:30])[c:19]([O:24][CH:25]([CH3:26])[CH3:27])[cH:20][c:21]3[C:22]2=[O:23])[CH2:12][CH2:13]1)([CH3:5])([CH3:6])[CH3:7].[Cl:39][CH2:40][Cl:41].[F:32][C:33]([F:34])([F:35])[C:36]([OH:37])=[O:38]>>[NH:8]1[CH2:9][CH2:10][CH:11]([N:14]2[C:15](=[O:31])[c:16]3[cH:17][c:18]([N+:28](=[O:29])[O-:30])[c:19]([O:24][CH:25]([CH3:26])[CH3:27])[cH:20][c:21]3[C:22]2=[O:23])[CH2:12][CH2:13]1. Reactants: C(C)(C)(C)OC(=O)N1C(CCCC1)CC(=O)O (2-carboxymethyl-piperidine-1-carboxylic acid tert butyl ester), ClC=1C=C(C=CC1)C1=NN=NN1 (5-(3-chlorophenyl)tetrazole), C1(CCCCC1)N=C=NC1CCCCC1 (dicyclohexylcarbodiimide). The product is C(C)(C)(C)OC(=O)N1C(CCCC1)CC=1OC(=NN1)C1=CC(=CC=C1)Cl ((RS)-2-[5-(3-Chloro-phenyl)-[1,3,4]oxadiazol-2-ylmethyl]-piperidine-1-carboxylic acid tert butyl ester). Isolated yield 57.8%. As a reaction SMILES: [C:1]([O:5][C:6]([N:8]1[CH2:13][CH2:12][CH2:11][CH2:10][CH:9]1[CH2:14][C:15]([OH:17])=O)=[O:7])([CH3:4])([CH3:3])[CH3:2].[Cl:18][C:19]1[CH:20]=[C:21]([C:25]2NN=[N:27][N:26]=2)[CH:22]=[CH:23][CH:24]=1.C1(N=C=NC2CCCCC2)CCCCC1>>[C:1]([O:5][C:6]([N:8]1[CH2:13][CH2:12][CH2:11][CH2:10][CH:9]1[CH2:14][C:15]1[O:17][C:25]([C:21]2[CH:22]=[CH:23][CH:24]=[C:19]([Cl:18])[CH:20]=2)=[N:26][N:27]=1)=[O:7])([CH3:2])([CH3:3])[CH3:4]. Procedure: The title compound (1.21 g) was prepared from 2-carboxymethyl-piperidine-1-carboxylic acid tert butyl ester (1.35 g), 5-(3-chlorophenyl)tetrazole (1.0 g) and dicyclohexylcarbodiimide (1.15 g) according to the method of description 1. Starting materials: CC1(C=O)OCCc2c1[nH]c1ccccc21, CC(=O)[O-], CO, Cl, NO, [Na+]. The product is CC1(C=NO)OCCc2c1[nH]c1ccccc21. RXN SMILES: [CH3:1][C:2]1([CH:15]=[O:16])[O:3][CH2:4][CH2:5][c:6]2[c:7]1[nH:8][c:9]1[cH:10][cH:11][cH:12][cH:13][c:14]21.[CH3:21][C:22](=[O:23])[O-:24].[CH3:25][OH:26].[ClH:17].[NH2:18][OH:19].[Na+:20]>>[CH3:1][C:2]1([CH:15]=[N:18][OH:19])[O:3][CH2:4][CH2:5][c:6]2[c:7]1[nH:8][c:9]1[cH:10][cH:11][cH:12][cH:13][c:14]21. Run at time 10 minute. Run in CN(C)C=O (DMF), C(Cl)Cl (DCM). Procedure details: Similar to the procedure described in Example 103, rac-1,1,1,-trifluoro-2-propanol (Aldrich Chemical Company; 0.18 mL, 2.02 mmol) was added to a suspension of NaH (60% w/w in mineral oil) (81 mg, 2.02 mmol) in DMF (2.0 mL) and the resulting light-green solution was stirred at RT for 10 min. 2-(2-chloroquinolin-8-yl)-6,7-dihydro-1H-pyrrolo[3,2-c]pyridin-4(5H)-one (Example 1; 75 mg, 0.25 mmol) was then added and the resulting dark red solution was stirred at RT for 5 min, then heated at 70° C. for... The product is FC(C(C)OC1=NC2=C(C=CC=C2C=C1)C1=CC=2C(NCCC2N1)=O)(F)F (rac-2-(2-((1,1,1-trifluoropropan-2-yl)oxy)quinolin-8-yl)-6,7-dihydro-1H-pyrrolo[3,2-c]pyridin-4(5H)-one). The reactants are FC(C(C)O)(F)F (rac-1,1,1,-trifluoro-2-propanol), [H-].[Na+] (NaH), CO (MeOH), ClC1=NC2=C(C=CC=C2C=C1)C1=CC=2C(NCCC2N1)=O (2-(2-chloroquinolin-8-yl)-6,7-dihydro-1H-pyrrolo[3,2-c]pyridin-4(5H)-one). As a reaction SMILES: [F:1][C:2]([F:7])([F:6])[CH:3]([OH:5])[CH3:4].[H-].[Na+].Cl[C:11]1[CH:20]=[CH:19][C:18]2[C:13](=[C:14]([C:21]3[NH:29][C:28]4[CH2:27][CH2:26][NH:25][C:24](=[O:30])[C:23]=4[CH:22]=3)[CH:15]=[CH:16][CH:17]=2)[N:12]=1.CO>CN(C=O)C.C(Cl)Cl>[F:1][C:2]([F:7])([F:6])[CH:3]([O:5][C:11]1[CH:20]=[CH:19][C:18]2[C:13](=[C:14]([C:21]3[NH:29][C:28]4[CH2:27][CH2:26][NH:25][C:24](=[O:30])[C:23]=4[CH:22]=3)[CH:15]=[CH:16][CH:17]=2)[N:12]=1)[CH3:4] |f:1.2|. Yield: 17.2%. Starting materials: CC(=O)O, CN(C)c1ccncc1, C(=NC1CCCCC1)=NC1CCCCC1, ClCCl, OC1(COC2CCCCO2)CC1. Product: CC(=O)OC1(COC2CCCCO2)CC1. As a reaction SMILES: [CH3:13][C:14]([OH:15])=[O:16].[CH3:35][N:36]([c:37]1[cH:38][cH:39][n:40][cH:41][cH:42]1)[CH3:43].[CH:17]1([N:18]=[C:19]=[N:20][CH:21]2[CH2:22][CH2:23][CH2:24][CH2:25][CH2:26]2)[CH2:27][CH2:28][CH2:29][CH2:30][CH2:31]1.[Cl:32][CH2:33][Cl:34].[O:1]1[CH:2]([O:7][CH2:8][C:9]2([OH:12])[CH2:10][CH2:11]2)[CH2:3][CH2:4][CH2:5][CH2:6]1>>[O:1]1[CH:2]([O:7][CH2:8][C:9]2([O:12][C:14]([CH3:13])=[O:15])[CH2:10][CH2:11]2)[CH2:3][CH2:4][CH2:5][CH2:6]1. The reactants are [Cl-].[Al+3].[Cl-].[Cl-] (aluminium chloride), NC=1SC=C(N1)/C(/C(=O)N[C@H]1[C@@H]2N(C(=C(CS2)SCC=2C=NN(C2)C(C2=CC=CC=C2)(C2=CC=CC=C2)C2=CC=CC=C2)C(=O)OC(C2=CC=CC=C2)C2=CC=CC=C2)C1=O)=N/OC(C1=CC=CC=C1)(C1=CC=CC=C1)C1=CC=CC=C1 (diphenylmethyl 7β-[2-(2-aminothiazol-4-yl)-2-(Z)-(trityloxyimino)acetamido]-3-[(1-tritylpyrazol-4-yl)methylthio]-3-cephem-4-carboxylate). The solvent is C1(=CC=CC=C1)OC (anisole), C1(=CC=CC=C1)OC (anisole), [N+](=O)([O-])C (nitromethane). Conditions: time 1 hour. Yields the product NC=1SC=C(N1)/C(/C(=O)N[C@H]1[C@@H]2N(C(=C(CS2)SCC=2C=NNC2)C(=O)O)C1=O)=N/O (7β-[2-(2-aminothiazol-4-yl)-2-(Z)-(hydroxyimino)acetamido]-3-[(pyrazol-4-yl)methylthio]-3-cephem-4-carboxylic acid). Reaction SMILES: [Cl-].[Al+3].[Cl-].[Cl-].[NH2:5][C:6]1[S:7][CH:8]=[C:9](/[C:11](=[N:66]/[O:67]C(C2C=CC=CC=2)(C2C=CC=CC=2)C2C=CC=CC=2)/[C:12]([NH:14][C@@H:15]2[C:64](=[O:65])[N:17]3[C:18]([C:48]([O:50]C(C4C=CC=CC=4)C4C=CC=CC=4)=[O:49])=[C:19]([S:22][CH2:23][C:24]4[CH:25]=[N:26][N:27](C(C5C=CC=CC=5)(C5C=CC=CC=5)C5C=CC=CC=5)[CH:28]=4)[CH2:20][S:21][C@H:16]23)=[O:13])[N:10]=1>C1(OC)C=CC=CC=1.[N+](C)([O-])=O>[NH2:5][C:6]1[S:7][CH:8]=[C:9](/[C:11](=[N:66]/[OH:67])/[C:12]([NH:14][C@@H:15]2[C:64](=[O:65])[N:17]3[C:18]([C:48]([OH:50])=[O:49])=[C:19]([S:22][CH2:23][C:24]4[CH:25]=[N:26][NH:27][CH:28]=4)[CH2:20][S:21][C@H:16]23)=[O:13])[N:10]=1 |f:0.1.2.3|. Reported procedure: Under nitrogen atomosphere, a solution of aluminium chloride (2.65 g) in anisole (5.7 ml) was added dropwise to a solution of diphenylmethyl 7β-[2-(2-aminothiazol-4-yl)-2-(Z)-(trityloxyimino)acetamido]-3-[(1-tritylpyrazol-4-yl)methylthio]-3-cephem-4-carboxylate (3.32 g) in a mixture of anisole (5.7 ml) and nitromethane (22.5 ml) at −24° C. After stirring for 1 hour at the same temperature, the reaction was quenched with 1N hydrochloric acid (22.5 ml). The mixture was poured into a mixture of wat... The reactants are C(C)(C)(C)C1=C(C=CC=C1)O (2-tert-butylphenol), CS(=O)C (DMSO), [OH-].[K+] (KOH), C(C(C)C)I (isobutyl iodide), C(C(C)C)I (isobutyl iodide), crude product, C(C(C)C)I (isobutyl iodide). Reaction conditions: time 2 hour. Product: C(C)(C)(C)C1=C(C=CC=C1)OCC(C)C (1-tert-butyl-2-isobutoxybenzene). Reaction SMILES: [C:1]([C:5]1[CH:10]=[CH:9][CH:8]=[CH:7][C:6]=1[OH:11])([CH3:4])([CH3:3])[CH3:2].CS(C)=O.[OH-].[K+].[CH2:18](I)[CH:19]([CH3:21])[CH3:20]>>[C:1]([C:5]1[CH:10]=[CH:9][CH:8]=[CH:7][C:6]=1[O:11][CH2:18][CH:19]([CH3:21])[CH3:20])([CH3:4])([CH3:2])[CH3:3] |f:2.3|. Procedure details: To a solution of 60.1 g (0.40 mol) 2-tert-butylphenol in 600 ml of DMSO 89.6 g (1.60 mol) of KOH and 147 g (0.80 mol) of isobutyl iodide were added. This mixture was stirred for 2 h at room temperature, then 73.6 g (0.40 mol) of isobutyl iodide was added. The resulting mixture was stirred for 1 h, and, again, then 73.6 g (0.40 mol) of isobutyl iodide was added. The formed mixture was stirred overnight at room temperature. The top layer was separated. To the bottom layer 5 liters of water was add...